Task: describe an organic reaction: reactants, conditions, products, and yield. Dataset: the Open Reaction Database (ORD), a public repository of structured organic reaction records Reactants: O (H2O), [O-]S(=O)S(=O)[O-].[Na+].[Na+] (Na2S2O4), C(C1=CC=CC=C1)Cl (benzyl chloride), CC[O-].[Na+] (sodium ethylate), C(C)O (ethanol), CoCl2. Reagents/catalysts: [Mn] (manganese). Product: C(C1=CC=CC=C1)Cl (benzyl chloride), C(C)OC(CC1=CC=CC=C1)=O (phenylacetic acid ethyl ester), C1(=CC=CC=C1)CC(=O)O (phenylacetic acid), C(C)OCC1=CC=CC=C1 (ethylbenzyl ether). Isolated yield 6.0%. As a reaction SMILES: [CH2:1]([Cl:8])[C:2]1[CH:7]=[CH:6][CH:5]=[CH:4][CH:3]=1.[CH3:9][CH2:10][O-:11].[Na+].O.[O-:14]S(S([O-])=O)=O.[Na+].[Na+].[CH2:22]([OH:24])[CH3:23]>[Mn]>[CH2:1]([Cl:8])[C:2]1[CH:7]=[CH:6][CH:5]=[CH:4][CH:3]=1.[CH2:10]([O:11][C:22](=[O:24])[CH2:23][C:2]1[CH:7]=[CH:6][CH:5]=[CH:4][CH:3]=1)[CH3:9].[C:2]1([CH2:1][C:10]([OH:11])=[O:14])[CH:7]=[CH:6][CH:5]=[CH:4][CH:3]=1.[CH2:10]([O:11][CH2:1][C:2]1[CH:7]=[CH:6][CH:5]=[CH:4][CH:3]=1)[CH3:9] |f:1.2,4.5.6|. Reported procedure: In a manner similar to Example 17, 126.5 g of benzyl chloride, 794 g of a 9 wt-% solution of sodium ethylate in ethanol, 12 g CoCl2. 6 H2O, 6 g manganese powder and 1 g Na2S2O4 were reacted with CO. After the usual processing, 8 g of benzyl chloride, 109 g of phenylacetic acid ethyl ester (yield 71%), 8 g of phenylacetic acid (yield 6%) and 1 g of ethylbenzyl ether were isolated. The reactants are C1(CCCC1)OC=1C=C(C=CC1OC)C1=CC(CC1)=O (3-(3-Cyclopentyloxy-4-methoxyphenyl)cyclopent-2-en-1-one), C1(=CC=CC=C1)C (toluene), [H-].C(C(C)C)[Al+]CC(C)C (diisobutylaluminum hydride), CO (methanol), ketone. The solvent is C1=CC=CC=C1 (benzene), CCOCC (ether). Reaction conditions: temperature 0 celsius, time 1 hour. Yields the product C1(CCCC1)OC=1C=C(C=CC1OC)C1=CC(CC1)O (3-(3-Cyclopentyloxy-4-methoxyphenyl)cyclopent-2-en-1-ol). Yield: 33.2%. RXN SMILES: [CH:1]1([O:6][C:7]2[CH:8]=[C:9]([C:15]3[CH2:19][CH2:18][C:17](=[O:20])[CH:16]=3)[CH:10]=[CH:11][C:12]=2[O:13][CH3:14])[CH2:5][CH2:4][CH2:3][CH2:2]1.C1(C)C=CC=CC=1.[H-].C([Al+]CC(C)C)C(C)C.CO>C1C=CC=CC=1.CCOCC>[CH:1]1([O:6][C:7]2[CH:8]=[C:9]([C:15]3[CH2:19][CH2:18][CH:17]([OH:20])[CH:16]=3)[CH:10]=[CH:11][C:12]=2[O:13][CH3:14])[CH2:2][CH2:3][CH2:4][CH2:5]1 |f:2.3|. Procedure: To a solution 3-(3-Cyclopentyloxy-4-methoxyphenyl)cyclopent-2-en-1-one (275 mg, 1.01 mmol) (E7) in benzene (5 ml) at 0° C. under an argon atmosphere was added a toluene solution of diisobutylaluminum hydride (1M, 1.5 ml, 1.5 mmol) and the resulting mixture was stirred at 0° C. for 1 hr. The mixture was treated with methanol (5 ml) , poured into ether (100 ml) , filtered and concentrated under reduced pressure. The crude product was combined with the product to a similar reaction conducted on 55 ... Starting materials: O.P(=O)(O)(O)[O-].[Na+] (sodium dihydrogenphosphate hydrate), Cl(=O)[O-].[Na+] (sodium chlorite), CC1=C(C=C(C(=C1)C)N1C=CN2N=C(C=C21)C=2C=NC=CC2)NC(C2=CC(=CC(=C2)S(F)(F)(F)(F)F)C=O)=O (N-{2,4-Dimethyl-5-[6-(pyridin-3-yl)-1H-imidazo[1,2-b]pyrazol-1-yl]phenyl}-3-formyl-5-(pentafluoro-λ6-sulphanyl)benzamide). Run in O (water), O (water), O (water), CS(=O)C (DMSO). Conditions: time 24 hour. The product is CC1=C(C=C(C(=C1)C)N1C=CN2N=C(C=C21)C=2C=NC=CC2)NC(=O)C=2C=C(C(=O)O)C=C(C2)S(F)(F)(F)(F)F (3-({2,4-Dimethyl-5-[6-(pyridin-3-yl)-1H-imidazo[1,2-b]pyrazol-1-yl]phenyl}carbamoyl)-5-(pentafluoro-λ6-sulphanyl)benzoic acid). Reaction SMILES: [CH3:1][C:2]1[CH:7]=[C:6]([CH3:8])[C:5]([N:9]2[C:16]3[N:12]([N:13]=[C:14]([C:17]4[CH:18]=[N:19][CH:20]=[CH:21][CH:22]=4)[CH:15]=3)[CH:11]=[CH:10]2)=[CH:4][C:3]=1[NH:23][C:24](=[O:39])[C:25]1[CH:30]=[C:29]([S:31]([F:36])([F:35])([F:34])([F:33])[F:32])[CH:28]=[C:27]([CH:37]=[O:38])[CH:26]=1.O.P([O-])(O)(O)=[O:42].[Na+].Cl([O-])=O.[Na+]>CS(C)=O.O>[CH3:1][C:2]1[CH:7]=[C:6]([CH3:8])[C:5]([N:9]2[C:16]3[N:12]([N:13]=[C:14]([C:17]4[CH:18]=[N:19][CH:20]=[CH:21][CH:22]=4)[CH:15]=3)[CH:11]=[CH:10]2)=[CH:4][C:3]=1[NH:23][C:24]([C:25]1[CH:26]=[C:27]([CH:28]=[C:29]([S:31]([F:35])([F:34])([F:33])([F:36])[F:32])[CH:30]=1)[C:37]([OH:42])=[O:38])=[O:39] |f:1.2.3,4.5|. Procedure: 100 mg (0.142 mmol, 80% pure) of the compound from Example 77A were dissolved in 2 ml of DMSO, and a solution of 48 mg (0.350 mmol) of sodium dihydrogenphosphate hydrate in 0.7 ml of water was added at RT. A solution of 39 mg (0.342 mmol) of sodium chlorite in 0.3 ml of water was then added dropwise. The reaction mixture was stirred at RT for 24 h and then diluted with 100 ml of water and extracted three times with in each case about 100 ml of ethyl acetate. The combined organic extracts were wa...